This data is from the Open Reaction Database (ORD), a public repository of structured organic reaction records. The task is: describe an organic reaction: reactants, conditions, products, and yield Starting materials: C(CCC)C=1NC2=CC=C(C=C2C(N1)=O)C=1N=NN(N1)CCCC=CC (2-butyl-6-[2-(4-hexenyl)-2H-tetrazol-5-yl]-4(1H)-quinazolinone), BrCC1=CC=C(C=C1)C=1C(=CC=CC1)C#N (4'-(bromomethyl)[1,1'-biphenyl]-2-carbonitrile), C([O-])([O-])=O.[K+].[K+] (potassium carbonate). The solvent is CC(=O)C (acetone). The product is C(CCC)C1=NC2=CC=C(C=C2C(N1CC1=CC=C(C=C1)C=1C(=CC=CC1)C#N)=O)C1=NN=NN1CCCCC=C (4'-[[2-Butyl-6-[1-(5-hexenyl)-1H-tetrazol-5-yl]-4-oxo-3(4H)-quinazolinyl]methyl][1,1'-biphenyl]-2-carbonitrile). The yield is 175.4%. As a reaction SMILES: [CH2:1]([C:5]1[NH:6][C:7]2[C:12]([C:13](=[O:15])[N:14]=1)=[CH:11][C:10]([C:16]1[N:17]=[N:18][N:19](CCCC=CC)[N:20]=1)=[CH:9][CH:8]=2)[CH2:2][CH2:3][CH3:4].Br[CH2:28][C:29]1[CH:34]=[CH:33][C:32]([C:35]2[C:36]([C:41]#[N:42])=[CH:37][CH:38]=[CH:39][CH:40]=2)=[CH:31][CH:30]=1.C(=O)([O-])[O-].[K+].[K+]>CC(C)=O>[CH2:1]([C:5]1[N:14]([CH2:28][C:29]2[CH:34]=[CH:33][C:32]([C:35]3[C:36]([C:41]#[N:42])=[CH:37][CH:38]=[CH:39][CH:40]=3)=[CH:31][CH:30]=2)[C:13](=[O:15])[C:12]2[C:7](=[CH:8][CH:9]=[C:10]([C:16]3[N:17]([CH2:10][CH2:11][CH2:12][CH2:7][CH:8]=[CH2:9])[N:18]=[N:19][N:20]=3)[CH:11]=2)[N:6]=1)[CH2:2][CH2:3][CH3:4] |f:2.3.4|. Procedure details: A mixture of 1.7 g of 2-butyl-6-[2-(4-hexenyl)-2H-tetrazol-5-yl]-4(1H)-quinazolinone, 1.9 g of 4'-(bromomethyl)[1,1'-biphenyl]-2-carbonitrile and 3.0 g of potassium carbonate in 100 ml of acetone is refluxed for 24 hours. The reaction mixture is filtered and the filtrate evaporated to a residue which is purified by chromatography on silica gel by elution with 30% ethyl acetate-hexanes to give 2.3 g of the desired product as a yellow foam. Starting materials: Cl (HCl), FC1=CC=C(C=C1)N1N=NC(=C1C=1N=CNC1)C (1-(4-fluoro-phenyl)-5-(1H-imidazol-4-yl)-4-methyl-1H-[1,2,3]triazole), FC1=CC=C(C=C1)C(F)(F)F (4-fluorobenzotrifluoride), C([O-])([O-])=O.[K+].[K+] (potassium carbonate). Run in CN(C)C=O (DMF). Conditions: temperature 120 celsius. Yields the product FC1=CC=C(C=C1)N1N=NC(=C1C=1N=CN(C1)C1=CC=C(C=C1)C(F)(F)F)C (1-(4-Fluoro-phenyl)-4-methyl-5-[1-(4-trifluoromethyl-phenyl)-1H-imidazol-4-yl]-1H-[1,2,3]-triazole). Isolated yield 42.7%. RXN SMILES: [F:1][C:2]1[CH:7]=[CH:6][C:5]([N:8]2[C:12]([C:13]3[N:14]=[CH:15][NH:16][CH:17]=3)=[C:11]([CH3:18])[N:10]=[N:9]2)=[CH:4][CH:3]=1.F[C:20]1[CH:25]=[CH:24][C:23]([C:26]([F:29])([F:28])[F:27])=[CH:22][CH:21]=1.C(=O)([O-])[O-].[K+].[K+].Cl>CN(C=O)C>[F:1][C:2]1[CH:7]=[CH:6][C:5]([N:8]2[C:12]([C:13]3[N:14]=[CH:15][N:16]([C:20]4[CH:25]=[CH:24][C:23]([C:26]([F:29])([F:28])[F:27])=[CH:22][CH:21]=4)[CH:17]=3)=[C:11]([CH3:18])[N:10]=[N:9]2)=[CH:4][CH:3]=1 |f:2.3.4|. Procedure details: A mixture of 1-(4-fluoro-phenyl)-5-(1H-imidazol-4-yl)-4-methyl-1H-[1,2,3]triazole (100 mg, 0.411 mmol), 4-fluorobenzotrifluoride (105 μL, 0.822 mmol) and potassium carbonate (114 mg, 0.82 mmol) in DMF (2.0 mL) was stirred under Ar in a sealed flask and heated at 120° C. for 48 h. After cooling to room temperature the mixture was poured into HCl (1 N) and extracted with ethyl acetate and the combined extracts washed with water, brine, dried over sodium sulphate, filtered and evaporated. Purificat... Starting materials: N1C(CC2=CC=CC=C12)=O (2-oxindole), N1(CCOCC1)CCOC=1C=C2C=C(NC2=CC1)C=O (5-(2-morpholin-4-yl-ethoxy)-1H-indole-2-carbaldehyde), N1CCCCC1 (piperidine). Solvent: C(C)O (ethanol). Run at temperature 100 celsius. Product: N1(CCOCC1)CCOC=1C=C2C=C(NC2=CC1)C=C1C(NC2=CC=CC=C12)=O (3-[5-(2-Morpholin-4-yl-ethoxy)-1H-indol-2-ylmethylene]-1 3-dihydro-indol-2-one). Isolated yield 94.5%. Reaction SMILES: [NH:1]1[C:9]2[C:4](=[CH:5][CH:6]=[CH:7][CH:8]=2)[CH2:3][C:2]1=[O:10].[N:11]1([CH2:17][CH2:18][O:19][C:20]2[CH:21]=[C:22]3[C:26](=[CH:27][CH:28]=2)[NH:25][C:24]([CH:29]=O)=[CH:23]3)[CH2:16][CH2:15][O:14][CH2:13][CH2:12]1.N1CCCCC1>C(O)C>[N:11]1([CH2:17][CH2:18][O:19][C:20]2[CH:21]=[C:22]3[C:26](=[CH:27][CH:28]=2)[NH:25][C:24]([CH:29]=[C:3]2[C:4]4[C:9](=[CH:8][CH:7]=[CH:6][CH:5]=4)[NH:1][C:2]2=[O:10])=[CH:23]3)[CH2:12][CH2:13][O:14][CH2:15][CH2:16]1. Procedure details: A mixture of 2-oxindole (29 mg, 0.22 mmol), 5-(2-morpholin-4-yl-ethoxy)-1H-indole-2-carbaldehyde (60 mg, 0.22 mmol) and piperidine (0.1 mL) in ethanol (1 mL) was heated at 100° C. for 2 hours. The precipitate was collected by vacuum filtration, washed with ethanol and dried to give 81 mg (95%) of the title compound as a yellow solid. RXN SMILES: Cl.[NH2:2][C:3]1[CH:11]=[CH:10][C:6]([C:7]([NH2:9])=[NH:8])=[CH:5][CH:4]=1.[OH:12][C:13]1[CH:18]=[C:17]([C:19]2[CH:24]=[CH:23][C:22]([CH:25]([CH3:27])[CH3:26])=[CH:21][CH:20]=2)[C:16]([CH:28]=O)=[CH:15][C:14]=1[O:30][CH3:31].[CH2:32]1[C:40]2[C:35](=[CH:36][CH:37]=[CH:38][CH:39]=2)[CH:34]=[CH:33]1.[O-]S(C(F)(F)F)(=O)=O.[In+3].[O-]S(C(F)(F)F)(=O)=O.[O-]S(C(F)(F)F)(=O)=O>C(#N)C>[OH:12][C:13]1[C:14]([O:30][CH3:31])=[CH:15][C:16]([CH:28]2[CH:33]3[CH2:34][C:35]4[C:40]([CH:32]3[C:11]3[C:3](=[CH:4][CH:5]=[C:6]([C:7]([NH2:9])=[NH:8])[CH:10]=3)[NH:2]2)=[CH:39][CH:38]=[CH:37][CH:36]=4)=[C:17]([C:19]2[CH:20]=[CH:21][C:22]([CH:25]([CH3:27])[CH3:26])=[CH:23][CH:24]=2)[CH:18]=1 |f:0.1,4.5.6.7|. Reaction conditions: temperature 70 celsius. Procedure details: 4-amino-benzamidine mono HCl salt (34.5 mg, 0.2 mmole) was suspended in acetonitrile (1 mL). The suspension was treated with 5-Hydroxy-4′-isopropyl-4-methoxy-biphenyl-2-carbaldehyde (27.0 mg, 0.1 mmole) and indene(23.2 mg, 0.2 mmole). Indium triflate (11.2 mg, 0.02 mmole) was added and the reaction was heated at 70° C. for 24 hours. The desired product was purified using reverse phase HPLC. Mass spectrum: 504 (M+1). Product: OC=1C(=CC(=C(C1)C1=CC=C(C=C1)C(C)C)C1NC2=CC=C(C=C2C2C1CC1=CC=CC=C12)C(=N)N)OC (6-(5-Hydroxy-4′-isopropyl-4-methoxy-biphenyl-2-yl)-5,6a,7,11b-tetrahydro-6H-indeno[2,1-c]quinoline-2-carboxamidine). The reactants are Cl.NC1=CC=C(C(=N)N)C=C1 (4-amino-benzamidine mono HCl salt), [O-]S(=O)(=O)C(F)(F)F.[In+3].[O-]S(=O)(=O)C(F)(F)F.[O-]S(=O)(=O)C(F)(F)F (Indium triflate), OC1=C(C=C(C(=C1)C1=CC=C(C=C1)C(C)C)C=O)OC (5-Hydroxy-4′-isopropyl-4-methoxy-biphenyl-2-carbaldehyde), C1C=CC2=CC=CC=C12 (indene). The solvent is C(C)#N (acetonitrile). Starting materials: O=C([O-])O, COC(=O)Cl, Nc1ccc(C(F)(F)F)nc1, [Na+], c1ccncc1. Product: COC(=O)Nc1ccc(C(F)(F)F)nc1. Reaction SMILES: [C:17](=[O:18])([OH:19])[O-:20].[Cl:12][C:13](=[O:14])[O:15][CH3:16].[F:1][C:2]([c:3]1[cH:4][cH:5][c:6]([NH2:9])[cH:7][n:8]1)([F:10])[F:11].[Na+:21].[cH:22]1[cH:23][cH:24][n:25][cH:26][cH:27]1>>[F:1][C:2]([c:3]1[cH:4][cH:5][c:6]([NH:9][C:13](=[O:14])[O:15][CH3:16])[cH:7][n:8]1)([F:10])[F:11]. Reactants: N1(C=CCC1)CCOC=1C=C(C=C(C1)C(F)(F)F)N (3-(2-Pyrrolin-1-yl-ethoxy)-5-trifluoromethyl-phenylamine), C1=CN(C=N1)C(=S)N2C=CN=C2 (1,1-thiocarbonyldiimidazole). Run in C(Cl)Cl (CH2Cl2). Conditions: time 4 hour. The product is N(=C=S)C=1C=C(OCCN2CCCC2)C=C(C1)C(F)(F)F (1-[2-(3-Thioisocyanato-5-trifluoromethyl-phenoxy)-ethyl]-pyrrolidine), N1C=NC=C1 (imidazole). RXN SMILES: [N:1]1([CH2:6][CH2:7][O:8][C:9]2[CH:10]=[C:11]([NH2:19])[CH:12]=[C:13]([C:15]([F:18])([F:17])[F:16])[CH:14]=2)[CH2:5][CH2:4][CH:3]=[CH:2]1.[CH:20]1[N:24]=[CH:23][N:22]([C:25](N2C=NC=C2)=[S:26])[CH:21]=1>C(Cl)Cl>[N:19]([C:11]1[CH:10]=[C:9]([CH:14]=[C:13]([C:15]([F:17])([F:18])[F:16])[CH:12]=1)[O:8][CH2:7][CH2:6][N:1]1[CH2:5][CH2:4][CH2:3][CH2:2]1)=[C:25]=[S:26].[NH:22]1[CH:21]=[CH:20][N:24]=[CH:23]1. Procedure details: A flask was charged with 3-(2-pyrrolin-1-yl-ethoxy)-5-trifluoromethyl-phenylamine (Step C), (560.0 mg, 2 mmol) and CH2Cl2 (10 mL) and placed in an ice bath. To this solution, 1,1-thiocarbonyldiimidazole (463 mg, 2.6 mmol) was added and the reaction was warmed to RT. After 4 h, the solvent was concentrated in vacuo and the residual yellow solid was titrated with acetone to yield the title compound as a 1/1 mixture with imidazole. This mixture was used directly in the next step. The reactants are CSC1=NC=C(C=C1)N (2-(methylthio)-5-aminopyridine), C(C1=CC=CC=C1)=O (benzaldehyde), C([O-])([O-])=O.[Na+].[Na+] (sodium carbonate). The reagents and catalysts are CC(C)[O-].CC(C)[O-].CC(C)[O-].CC(C)[O-].[Ti+4] (tetraisopropyl titanate). Run in O1CCCC1 (tetrahydrofuran). Yields the product C(C1=CC=CC=C1)=NC=1C=NC(=CC1)SC (N-benzal-6-(methylthio)pyridine-3-amine). As a reaction SMILES: [CH3:1][S:2][C:3]1[CH:8]=[CH:7][C:6]([NH2:9])=[CH:5][N:4]=1.[CH:10](=O)[C:11]1[CH:16]=[CH:15][CH:14]=[CH:13][CH:12]=1.C(=O)([O-])[O-].[Na+].[Na+]>CC([O-])C.CC([O-])C.CC([O-])C.CC([O-])C.[Ti+4].O1CCCC1>[CH:10](=[N:9][C:6]1[CH:5]=[N:4][C:3]([S:2][CH3:1])=[CH:8][CH:7]=1)[C:11]1[CH:16]=[CH:15][CH:14]=[CH:13][CH:12]=1 |f:2.3.4,5.6.7.8.9|. Reported procedure: 2-(methylthio)-5-aminopyridine (1 g, 7 mmol), benzaldehyde (0.76 g, 7 mmol), tetraisopropyl titanate (3 mL) and tetrahydrofuran (25 mL) were mixed and stirred to react at 70° C. for 24 hours. Saturated sodium carbonate solution was added into the reaction mixture, and the mixture was extracted with ethyl acetate for three times. The combined organic phase was dried with anhydrous sodium sulfate, filtered and concentrated to yield the residual (1.72 g), which was directly used in the next reactio... Starting materials: [Al+3], CCN(C=O)C1CCc2ccc(C(F)(F)F)cc2CC1, [H-], [H-], [H-], [H-], [Li+], [Na+], [OH-], O. Yields the product CCN(C)C1CCc2ccc(C(F)(F)F)cc2CC1. As a reaction SMILES: [Al+3:22].[F:1][C:2]([c:3]1[cH:4][cH:5][c:6]2[c:7]([cH:18]1)[CH2:8][CH2:9][CH:10]([N:13]([CH:14]=[O:15])[CH2:16][CH3:17])[CH2:11][CH2:12]2)([F:19])[F:20].[H-:21].[H-:24].[H-:25].[H-:26].[Li+:23].[Na+:28].[OH-:27].[OH2:29]>>[F:1][C:2]([c:3]1[cH:4][cH:5][c:6]2[c:7]([cH:18]1)[CH2:8][CH2:9][CH:10]([N:13]([CH3:14])[CH2:16][CH3:17])[CH2:11][CH2:12]2)([F:19])[F:20].